Dataset: the Open Reaction Database (ORD), a public repository of structured organic reaction records. Task: describe an organic reaction: reactants, conditions, products, and yield The reactants are [Br-], C#C[Mg+], CC(=O)OCC(=O)COC(C)=O, C1CCOC1. Yields the product C#CC(O)(COC(C)=O)COC(C)=O. RXN SMILES: [Br-:1].[C:2](#[CH:3])[Mg+:4].[C:5]([CH3:6])(=[O:7])[O:8][CH2:9][C:10](=[O:11])[CH2:12][O:13][C:14]([CH3:15])=[O:16].[CH2:17]1[O:18][CH2:19][CH2:20][CH2:21]1>>[C:2](#[CH:3])[C:10]([CH2:9][O:8][C:5]([CH3:6])=[O:7])([OH:11])[CH2:12][O:13][C:14]([CH3:15])=[O:16].